Dataset: the Open Reaction Database (ORD), a public repository of structured organic reaction records. Task: describe an organic reaction: reactants, conditions, products, and yield Starting materials: C(C)C=1N(C=C(N1)C1=CC=CC=C1)C1=CC=C(C=C1)CCNC([O-])=O (2-[4-(2-ethyl-4-phenyl-1H-imidazol-1-yl)phenyl]ethylcarbamate), FC1=CC=C(C=C1)S(=O)(=O)N (4-fluorobenzenesulfonamide). Yields the product FC1=CC=C(C=C1)S(=O)(=O)NC(=O)NCCC1=CC=C(C=C1)N1C(=NC(=C1)C1=CC=CC=C1)CC (4-fluoro-N-[({2-[4-(2-ethyl-4-phenyl-1H-imidazol-1-yl)phenyl]ethyl}amino)carbonyl]benzenesulfonamide). As a reaction SMILES: [CH2:1]([C:3]1[N:4]([C:14]2[CH:19]=[CH:18][C:17]([CH2:20][CH2:21][NH:22][C:23](=O)[O-:24])=[CH:16][CH:15]=2)[CH:5]=[C:6]([C:8]2[CH:13]=[CH:12][CH:11]=[CH:10][CH:9]=2)[N:7]=1)[CH3:2].[F:26][C:27]1[CH:32]=[CH:31][C:30]([S:33]([NH2:36])(=[O:35])=[O:34])=[CH:29][CH:28]=1>>[F:26][C:27]1[CH:28]=[CH:29][C:30]([S:33]([NH:36][C:23]([NH:22][CH2:21][CH2:20][C:17]2[CH:16]=[CH:15][C:14]([N:4]3[CH:5]=[C:6]([C:8]4[CH:9]=[CH:10][CH:11]=[CH:12][CH:13]=4)[N:7]=[C:3]3[CH2:1][CH3:2])=[CH:19][CH:18]=2)=[O:24])(=[O:34])=[O:35])=[CH:31][CH:32]=1. Reported procedure: The title compound was prepared according to the procedure described in step 2 of Example 18 from 2-[4-(2-ethyl-4-phenyl-1H-imidazol-1-yl)phenyl]ethylcarbamate and 4-fluorobenzenesulfonamide. MS (ESI) m/z 493 [M+H]+, 491 [M−H]−, 1H-NMR (CDCl3) δ 1.23 (3H, t, J=7.5 Hz), 2.68 (2H, q, J=7.7 Hz), 2.87 (2H, t, J=7.0 Hz), 3.42-3.60 (2H, m), 6.46 (1H, br), 7.16-7.28 (7H, m), 7.37 (2H, t, J=7.3 Hz), 7.76 2H, d, J=7.1 Hz), 7.85-7.91 (2H, m). The reactants are Br, c1ccc(COc2ccc(-c3cscn3)cc2)cc1. Yields the product Oc1ccc(-c2cscn2)cc1. Reaction SMILES: [BrH:20].[CH2:1]([c:2]1[cH:3][cH:4][cH:5][cH:6][cH:7]1)[O:8][c:9]1[cH:10][cH:11][c:12](-[c:15]2[n:16][cH:17][s:18][cH:19]2)[cH:13][cH:14]1>>[OH:8][c:9]1[cH:10][cH:11][c:12](-[c:15]2[n:16][cH:17][s:18][cH:19]2)[cH:13][cH:14]1.